From a dataset of the Open Reaction Database (ORD), a public repository of structured organic reaction records. describe an organic reaction: reactants, conditions, products, and yield The reactants are N1CCCCC1 (piperidine), C(C1=CC=CC=C1)=O (benzaldehyde), CO (methanol), [OH-].[Na+] (sodium hydroxide). Procedure details: To 67.5 parts of the quaternary salt of 2-picoline, also called 2-methylpyridine, (obtained as in Example 13) was added 100 parts methanol, one part piperidine, and 37 parts benzaldehyde. The solution was boiled at reflux for three hours, 175 parts 40% sodium hydroxide solution was added, and the heating continued 1.5 hour to give on workup, as in Example 13, 27 parts 2-styrylpyridine. As a reaction SMILES: [NH:1]1[CH2:6][CH2:5][CH2:4][CH2:3][CH2:2]1.[CH:7](=O)[C:8]1[CH:13]=[CH:12][CH:11]=[CH:10][CH:9]=1.[OH-].[Na+].[CH3:17]O>>[CH:17]([C:2]1[CH:3]=[CH:4][CH:5]=[CH:6][N:1]=1)=[CH:7][C:8]1[CH:13]=[CH:12][CH:11]=[CH:10][CH:9]=1 |f:2.3|. Yields the product C(=CC1=CC=CC=C1)C1=NC=CC=C1 (2-styrylpyridine). Conditions: time 1.5 hour. Reactants: ClCCl, Nc1cnc2ccc(N3CCCC3c3cc(F)ccc3F)nn12, O=C=Nc1ccccc1. Reaction SMILES: [Cl:33][CH2:34][Cl:35].[F:1][c:2]1[c:3]([CH:9]2[N:10]([c:14]3[cH:15][cH:16][c:17]4[n:18]([n:19]3)[c:20]([NH2:23])[cH:21][n:22]4)[CH2:11][CH2:12][CH2:13]2)[cH:4][c:5]([F:8])[cH:6][cH:7]1.[O:24]=[C:25]=[N:26][c:27]1[cH:28][cH:29][cH:30][cH:31][cH:32]1>>[F:1][c:2]1[c:3]([CH:9]2[N:10]([c:14]3[cH:15][cH:16][c:17]4[n:18]([n:19]3)[c:20]([NH:23][C:25](=[O:24])[NH:26][c:27]3[cH:28][cH:29][cH:30][cH:31][cH:32]3)[cH:21][n:22]4)[CH2:11][CH2:12][CH2:13]2)[cH:4][c:5]([F:8])[cH:6][cH:7]1. Product: O=C(Nc1ccccc1)Nc1cnc2ccc(N3CCCC3c3cc(F)ccc3F)nn12. The reactants are C(#N)C(C(C)=O)[Na] ((1-cyano-2-oxopropyl)sodium), BrCC1=C(C(=CC=C1)C(F)(F)F)C (1-(bromomethyl)-2-methyl-3-(trifluoromethyl)benzene). Solvent: CN(C=O)C (N,N-Dimethylformamide), [Cl-].[NH4+] (ammonium chloride), CN(C)C=O (DMF). Run at temperature 40 celsius, time 2 hour. The product is CC1=C(C=CC=C1C(F)(F)F)CC(C#N)C(C)=O (2-{[2-methyl-3-(trifluoromethyl)phenyl]methyl}-3-oxobutanenitrile). Reaction SMILES: [C:1]([CH:3]([Na])[C:4](=[O:6])[CH3:5])#[N:2].Br[CH2:9][C:10]1[CH:15]=[CH:14][CH:13]=[C:12]([C:16]([F:19])([F:18])[F:17])[C:11]=1[CH3:20]>CN(C)C=O.[Cl-].[NH4+]>[CH3:20][C:11]1[C:12]([C:16]([F:17])([F:18])[F:19])=[CH:13][CH:14]=[CH:15][C:10]=1[CH2:9][CH:3]([C:4](=[O:6])[CH3:5])[C:1]#[N:2] |f:3.4|. Procedure details: To a solution of (1-cyano-2-oxopropyl)sodium (3.5 g, 33.2 mmol) in N,N-Dimethylformamide (25 mL) stirred under nitrogen at 0° C. was added a solution of 1-(bromomethyl)-2-methyl-3-(trifluoromethyl)benzene (7.0 g, 27.7 mmol) in 10 ml of DMF dropwise during 30 min. The reaction mixture was stirred at 40° C. for 2 hours. Then this solution was diluted with saturated ammonium chloride solution. This solution was extracted with ethyl acetate (100 mL×3). The combined organic layers were washed with wa...